Dataset: the Open Reaction Database (ORD), a public repository of structured organic reaction records. Task: describe an organic reaction: reactants, conditions, products, and yield Starting materials: C(C)(=O)C=1SC=CC1 (2-acetylthiophene), C=O (paraformaldehyde), Cl.CNC (dimethylamine hydrochloride), Cl (hydrochloric acid), C(C)O (ethanol), N (ammonia). Yields the product CN(CC(CC=1SC=CC1)=O)C (3-dimethylamino-1-(2-thienyl)-propanone). RXN SMILES: [C:1]([C:4]1[S:5][CH:6]=[CH:7][CH:8]=1)(=O)C.C=O.Cl.[CH3:12][NH:13][CH3:14].Cl.N.[CH2:17]([OH:19])[CH3:18]>>[CH3:12][N:13]([CH3:14])[CH2:18][C:17](=[O:19])[CH2:1][C:4]1[S:5][CH:6]=[CH:7][CH:8]=1 |f:2.3|. Procedure details: The synthesis of 2,5-Di-(2-thienyl)-pyrrole and N-substituted derivatives thereof is shown in FIG. 3. 3-dimethylamino-1-(2-thienyl)-propanone hydrochloride (4) is produced in 89% yield by refluxing for 16 hours a mixture of 2-acetylthiophene (1), paraformaldehyde (2), dimethylamine hydrochloride (3) and concentrated hydrochloric acid in ethanol. The product is isolated, treated with 35% aqueous ammonia and extracted with ether to yield 3-dimethylamino-1-(2-thienyl)-propanone (5). The reactants are COC(=O)c1cc(C#N)cc(OC(C)C)c1, CCO, Cl, [Na+], [OH-]. Reaction SMILES: [C:1](#[N:2])[c:3]1[cH:4][c:5]([C:6](=[O:7])[O:8][CH3:9])[cH:10][c:11]([O:13][CH:14]([CH3:15])[CH3:16])[cH:12]1.[CH3:19][CH2:20][OH:21].[ClH:22].[Na+:18].[OH-:17]>>[C:1](#[N:2])[c:3]1[cH:4][c:5]([C:6](=[O:7])[OH:8])[cH:10][c:11]([O:13][CH:14]([CH3:15])[CH3:16])[cH:12]1. Yields the product CC(C)Oc1cc(C#N)cc(C(=O)O)c1. Reactants: C(C=C(C)CCC=C(C)CCC=C(C)C)Br (farnesyl bromide), FC(F)(F)S(=O)[O-].[K+] (potassium trifluoromethylsulfinate), C1COCCOCCOCCOCCOCCO1 (18-crown-6). Solvent: CN(C=O)C (dimethylformamide). Reaction conditions: time 66 hour. Product: C\C(=C/CS(=O)(=O)C(F)(F)F)\CC\C=C(\CCC=C(C)C)/C ((E,E)-(3,7,11-Trimethyl-2,6,10-dodecatrienyl) (trifluoromethyl)sulfone). Isolated yield 63.0%. As a reaction SMILES: [CH2:1](Br)[CH:2]=[C:3]([CH2:5][CH2:6][CH:7]=[C:8]([CH2:10][CH2:11][CH:12]=[C:13]([CH3:15])[CH3:14])[CH3:9])[CH3:4].[F:17][C:18]([S:21]([O-:23])=[O:22])([F:20])[F:19].[K+].C1OCCOCCOCCOCCOCCOC1>CN(C)C=O>[CH3:4]/[C:3](/[CH2:5][CH2:6]/[CH:7]=[C:8](\[CH3:9])/[CH2:10][CH2:11][CH:12]=[C:13]([CH3:15])[CH3:14])=[CH:2]\[CH2:1][S:21]([C:18]([F:20])([F:19])[F:17])(=[O:23])=[O:22] |f:1.2|. Reported procedure: A mixture of 12.20 g (42.8 mmol) of Part B farnesyl bromide, 8.0 g (52 mmol, 1.2 equiv) of potassium trifluoromethylsulfinate (Parrish Chemical) and 1.00 g (4.3 mmol, 0.1 equiv) of 18-crown-6 in 200 mL of dry dimethylformamide was stirred for 66 hours. The dimethylformamide was evaporated at reduced pressure with minimal warming. The residue was dissolved in 600 mL of diethyl ether and washed with three 70 mL portions of H2O and 70 mL of brine, dried over MgSO4 and evaporated. Purification by fl...